Task: describe an organic reaction: reactants, conditions, products, and yield. Dataset: the Open Reaction Database (ORD), a public repository of structured organic reaction records Starting materials: Cl(=O)(=O)(=O)O (Perchloric acid), C(CCCCCCCCCCCCCC)C=1NC2=CC=C(C=C2C1)C(=O)O (2-(n-pentadecyl)indole-5-carboxylic acid). The reagents and catalysts are [Pd] (palladium on charcoal). The solvent is C(C)(=O)O (acetic acid). Yields the product Cl.C(CCCCCCCCCCCCCC)C1NC2=CC=C(C=C2C1)C(=O)O ((RS)-2-(n-pentadecyl)indoline-5-carboxylic acid hydrochloride). Reaction SMILES: [Cl:1](O)(=O)(=O)=O.[CH2:6]([C:21]1[NH:22][C:23]2[C:28]([CH:29]=1)=[CH:27][C:26]([C:30]([OH:32])=[O:31])=[CH:25][CH:24]=2)[CH2:7][CH2:8][CH2:9][CH2:10][CH2:11][CH2:12][CH2:13][CH2:14][CH2:15][CH2:16][CH2:17][CH2:18][CH2:19][CH3:20]>C(O)(=O)C.[Pd]>[ClH:1].[CH2:6]([CH:21]1[CH2:29][C:28]2[C:23](=[CH:24][CH:25]=[C:26]([C:30]([OH:32])=[O:31])[CH:27]=2)[NH:22]1)[CH2:7][CH2:8][CH2:9][CH2:10][CH2:11][CH2:12][CH2:13][CH2:14][CH2:15][CH2:16][CH2:17][CH2:18][CH2:19][CH3:20] |f:4.5|. Reported procedure: Perchloric acid (3 ml) was added to a hot solution of 2-(n-pentadecyl)indole-5-carboxylic acid in glacial acetic acid (60 ml) and the mixture was hydrogenated at normal pressure using palladium on charcoal (5% w/w, 0.7 g) as catalyst. After 3.5 hours the hot mixture was filtered and the residue was washed with hot glacial acetic acid (30 ml). The pH of the combined filtrates was adjusted to 6 with 10% w/v sodium hydroxide solution. The mixture was extracted with diethyl ether (2×75 ml) and the e... The reactants are FC1=CC=C(C=C1)NC(=O)C=1C=NC(=NC1)S(=O)C (2-methanesulfinylpyrimidine-5-carboxylic acid (4-fluorophenyl)amide), C([C@@H](O)C1=CC=CC=C1)(=O)OC ((S)-(+)-methyl mandelate), C1CCC2=NCCCN2CC1 (DBU). Run in C1CCOC1 (THF). The product is COC([C@H](C1=CC=CC=C1)OC1=NC=C(C=N1)C(NC1=CC=C(C=C1)F)=O)=O ((S)-[5-(4-Fluorophenylcarbamoyl)pyrimidin-2-yloxy]phenylacetic acid methyl ester). Yield: 10.9%. Reaction SMILES: [F:1][C:2]1[CH:7]=[CH:6][C:5]([NH:8][C:9]([C:11]2[CH:12]=[N:13][C:14](S(C)=O)=[N:15][CH:16]=2)=[O:10])=[CH:4][CH:3]=1.[C:20]([O:30][CH3:31])(=[O:29])[C@H:21]([C:23]1[CH:28]=[CH:27][CH:26]=[CH:25][CH:24]=1)[OH:22].C1CCN2C(=NCCC2)CC1>C1COCC1>[CH3:31][O:30][C:20](=[O:29])[C@@H:21]([O:22][C:14]1[N:13]=[CH:12][C:11]([C:9](=[O:10])[NH:8][C:5]2[CH:6]=[CH:7][C:2]([F:1])=[CH:3][CH:4]=2)=[CH:16][N:15]=1)[C:23]1[CH:24]=[CH:25][CH:26]=[CH:27][CH:28]=1. Procedure details: A suspension of 2-methanesulfinylpyrimidine-5-carboxylic acid (4-fluorophenyl)amide (100 mg, 0.36 mmol) and (S)-(+)-methyl mandelate (86 mg, 0.52 mmol) in 3.6 mL of THF was treated dropwise with DBU (80 μL, 0.54 mmol) at room temperature. The reaction mixture clarified and turned yellow over the course of 5 min. The reaction was quenched after 24 hours by the addition of 5 mL 1 M HCl, followed by 25 mL of 1:1 (v:v) ethyl acetate:water. The mixture was extracted with 2×25 mL portions of ethyl ace... Starting materials: COC(=O)CCCCCBr, O=C([O-])[O-], CN(C)C=O, [K+], [K+], CCCc1c(O)ccc(C(C)=O)c1O. The product is CCCc1c(OCCCCCC(=O)OC)ccc(C(C)=O)c1O. As a reaction SMILES: [Br:15][CH2:16][CH2:17][CH2:18][CH2:19][CH2:20][C:21](=[O:22])[O:23][CH3:24].[C:25](=[O:26])([O-:27])[O-:28].[CH3:31][N:32]([CH3:33])[CH:34]=[O:35].[K+:29].[K+:30].[OH:1][c:2]1[c:3]([C:12]([CH3:13])=[O:14])[cH:4][cH:5][c:6]([OH:11])[c:7]1[CH2:8][CH2:9][CH3:10]>>[OH:1][c:2]1[c:3]([C:12]([CH3:13])=[O:14])[cH:4][cH:5][c:6]([O:11][CH2:16][CH2:17][CH2:18][CH2:19][CH2:20][C:21](=[O:22])[O:23][CH3:24])[c:7]1[CH2:8][CH2:9][CH3:10]. The reactants are C(C)(=O)O[BH-](OC(C)=O)OC(C)=O.[Na+] (Sodium triacetoxyborohydride), resultant mixture, C1(=CC=CC=C1)C(N1CC(C1)=O)C1=CC=CC=C1 (1-(diphenylmethyl)azetidin-3-one), C[C@H]1N(CCNC1)C(=O)OC(C)(C)C (tert-butyl(2R)-2-methylpiperazine-1-carboxylate), resultant mixture, C(O)([O-])=O.[Na+] (Sodium hydrogen carbonate). The solvent is C(C)(=O)O (acetic acid), C1CCOC1 (THF), O (water). The product is C1(=CC=CC=C1)C(N1CC(C1)N1C[C@H](N(CC1)C(=O)OC(C)(C)C)C)C1=CC=CC=C1 (Tert-Butyl(2R)-4-(1-(diphenylmethyl)azetidin-3-yl)-2-methylpiperazine-1-carboxylate). Yield: 89.6%. RXN SMILES: [C:1]1([CH:7]([C:13]2[CH:18]=[CH:17][CH:16]=[CH:15][CH:14]=2)[N:8]2[CH2:11][C:10](=O)[CH2:9]2)[CH:6]=[CH:5][CH:4]=[CH:3][CH:2]=1.[CH3:19][C@@H:20]1[CH2:25][NH:24][CH2:23][CH2:22][N:21]1[C:26]([O:28][C:29]([CH3:32])([CH3:31])[CH3:30])=[O:27].C(O[BH-](OC(=O)C)OC(=O)C)(=O)C.[Na+].C(=O)([O-])O.[Na+]>O.C(O)(=O)C.C1COCC1>[C:1]1([CH:7]([C:13]2[CH:18]=[CH:17][CH:16]=[CH:15][CH:14]=2)[N:8]2[CH2:11][CH:10]([N:24]3[CH2:23][CH2:22][N:21]([C:26]([O:28][C:29]([CH3:32])([CH3:31])[CH3:30])=[O:27])[C@H:20]([CH3:19])[CH2:25]3)[CH2:9]2)[CH:6]=[CH:5][CH:4]=[CH:3][CH:2]=1 |f:2.3,4.5|. Reported procedure: To a mixed solution of a commercially available product of 1-(diphenylmethyl)azetidin-3-one (300 mg, 1.26 mmol), THF (6.0 mL) and acetic acid (500 μL) was added a commercially available product of tert-butyl(2R)-2-methylpiperazine-1-carboxylate (304 mg, 1.51 mmol) at room temperature. The resultant mixture was stirred at room temperature for 25 minutes. Sodium triacetoxyborohydride (536 mg, 2.52 mmol) was added to the reaction mixture at room temperature, and the resultant mixture was stirred at... The reactants are COC(=O)c1ccc(B(O)O)cc1, Cc1ccccc1-c1cc(I)ncc1C(=O)N(C)Cc1cc(C(F)(F)F)cc(C(F)(F)F)c1, [K+], [K+], [K+], O=C(C=Cc1ccccc1)C=Cc1ccccc1, C1COCCO1, O=C(C=Cc1ccccc1)C=Cc1ccccc1, O=C(C=Cc1ccccc1)C=Cc1ccccc1, O=P([O-])([O-])[O-], COP(OC)OC, [Pd], [Pd]. Yields the product COC(=O)c1ccc(-c2cc(-c3ccccc3C)c(C(=O)N(C)Cc3cc(C(F)(F)F)cc(C(F)(F)F)c3)cn2)cc1. RXN SMILES: [CH3:34][O:35][C:36](=[O:37])[c:38]1[cH:39][cH:40][c:41]([B:44]([OH:45])[OH:46])[cH:42][cH:43]1.[F:1][C:2]([c:3]1[cH:4][c:5]([CH2:6][N:7]([C:8]([c:9]2[cH:10][n:11][c:12]([I:22])[cH:13][c:14]2-[c:15]2[c:16]([CH3:21])[cH:17][cH:18][cH:19][cH:20]2)=[O:23])[CH3:24])[cH:25][c:26]([C:28]([F:29])([F:30])[F:31])[cH:27]1)([F:32])[F:33].[K+:52].[K+:53].[K+:54].[O:106]=[C:107]([CH:108]=[CH:109][c:110]1[cH:111][cH:112][cH:113][cH:114][cH:115]1)[CH:116]=[CH:117][c:118]1[cH:119][cH:120][cH:121][cH:122][cH:123]1.[O:62]1[CH2:63][CH2:64][O:65][CH2:66][CH2:67]1.[O:70]=[C:71]([CH:72]=[CH:73][c:74]1[cH:75][cH:76][cH:77][cH:78][cH:79]1)[CH:80]=[CH:81][c:82]1[cH:83][cH:84][cH:85][cH:86][cH:87]1.[O:88]=[C:89]([CH:90]=[CH:91][c:92]1[cH:93][cH:94][cH:95][cH:96][cH:97]1)[CH:98]=[CH:99][c:100]1[cH:101][cH:102][cH:103][cH:104][cH:105]1.[P:47]([O-:48])([O-:49])([O-:50])=[O:51].[P:55]([O:56][CH3:57])([O:58][CH3:59])[O:60][CH3:61].[Pd:68].[Pd:69]>>[F:1][C:2]([c:3]1[cH:4][c:5]([CH2:6][N:7]([C:8]([c:9]2[cH:10][n:11][c:12](-[c:41]3[cH:40][cH:39][c:38]([C:36]([O:35][CH3:34])=[O:37])[cH:43][cH:42]3)[cH:13][c:14]2-[c:15]2[c:16]([CH3:21])[cH:17][cH:18][cH:19][cH:20]2)=[O:23])[CH3:24])[cH:25][c:26]([C:28]([F:29])([F:30])[F:31])[cH:27]1)([F:32])[F:33]. Starting materials: C([O-])([O-])=O.[K+].[K+] (potassium carbonate), C(C1=CC=CC=C1)Br (benzyl bromide), CC1=C(C=CC(=C1)C(=O)C)O (4-hydroxy-3-methylacetophenone). Solvent: C(C)#N (acetonitrile). Conditions: temperature 40 celsius, time 3 hour. Yields the product C(C1=CC=CC=C1)OC1=C(C=C(C=C1)C(C)=O)C (1-[4-(benzyloxy)-3-methylphenyl]ethanone). As a reaction SMILES: [CH3:1][C:2]1[CH:7]=[C:6]([C:8]([CH3:10])=[O:9])[CH:5]=[CH:4][C:3]=1[OH:11].C(=O)([O-])[O-].[K+].[K+].[CH2:18](Br)[C:19]1[CH:24]=[CH:23][CH:22]=[CH:21][CH:20]=1>C(#N)C>[CH2:18]([O:11][C:3]1[CH:4]=[CH:5][C:6]([C:8](=[O:9])[CH3:10])=[CH:7][C:2]=1[CH3:1])[C:19]1[CH:24]=[CH:23][CH:22]=[CH:21][CH:20]=1 |f:1.2.3|. Procedure: A mixture of 4-hydroxy-3-methylacetophenone (5.0 g) in dry acetonitrile (50 ml) was treated with potassium carbonate (5.06 g) and benzyl bromide (3.96 ml) and the reaction mixture heated at 40° C. After 3 hours the reaction was allowed to cool and was concentrated. The residue was partitioned between water and ethyl acetate; the aqueous layer separated and extracted twice more with ethyl acetate. The organic solutions were combined and were dried with brine and over magnesium sulfate and concent... The reactants are ClC1=C(C=CC=C1)N(C(=O)C1=CC2=C(C3=C(OCC2)C=C(C=C3)C=3C=C(C=CC3)CC(=O)OC)S1)C (Methyl 2-(3-(2-((2-chlorophenyl)(methyl)carbamoyl)-4,5-dihydrobenzo[b]thieno[2,3-d]oxepin-8-yl)phenyl)acetate), [OH-].[Li+] (lithium hydroxide). Solvent: C1CCOC1 (THF), O (water). Yields the product ClC1=C(C=CC=C1)N(C(=O)C1=CC2=C(C3=C(OCC2)C=C(C=C3)C=3C=C(C=CC3)CC(=O)O)S1)C (2-(3-(2-((2-chlorophenyl)(methyl)carbamoyl)-4,5-dihydrobenzo[b]thieno[2,3-d]oxepin-8-yl)phenyl)acetic acid). Reaction SMILES: [Cl:1][C:2]1[CH:7]=[CH:6][CH:5]=[CH:4][C:3]=1[N:8]([CH3:36])[C:9]([C:11]1[S:35][C:14]2[C:15]3[CH:23]=[CH:22][C:21]([C:24]4[CH:25]=[C:26]([CH2:30][C:31]([O:33]C)=[O:32])[CH:27]=[CH:28][CH:29]=4)=[CH:20][C:16]=3[O:17][CH2:18][CH2:19][C:13]=2[CH:12]=1)=[O:10].[OH-].[Li+]>C1COCC1.O>[Cl:1][C:2]1[CH:7]=[CH:6][CH:5]=[CH:4][C:3]=1[N:8]([CH3:36])[C:9]([C:11]1[S:35][C:14]2[C:15]3[CH:23]=[CH:22][C:21]([C:24]4[CH:25]=[C:26]([CH2:30][C:31]([OH:33])=[O:32])[CH:27]=[CH:28][CH:29]=4)=[CH:20][C:16]=3[O:17][CH2:18][CH2:19][C:13]=2[CH:12]=1)=[O:10] |f:1.2|. Procedure details: Methyl 2-(3-(2-((2-chlorophenyl)(methyl)carbamoyl)-4,5-dihydrobenzo[b]thieno[2,3-d]oxepin-8-yl)phenyl)acetate 200 was treated with lithium hydroxide in THF and water to give 198. MS: (ESI+) 503.7 Reactants: CNC(=O)C(NC(=O)OC(C)(C)C)C(C)(C)C, ClCCl, O=C(O)C(F)(F)F. The product is CNC(=O)C(N)C(C)(C)C. As a reaction SMILES: [CH3:1][NH:2][C:3]([CH:4]([C:5]([CH3:6])([CH3:7])[CH3:8])[NH:9][C:10]([O:11][C:12]([CH3:13])([CH3:14])[CH3:15])=[O:16])=[O:17].[Cl:25][CH2:26][Cl:27].[OH:18][C:19]([C:20]([F:21])([F:22])[F:23])=[O:24]>>[CH3:1][NH:2][C:3]([CH:4]([C:5]([CH3:6])([CH3:7])[CH3:8])[NH2:9])=[O:17]. Reactants: ClC1=CC=C(C(=C1OC1=CC=CC2=CC=CC=C12)F)C (1-[(6-chloro-2-fluoro-3-methylphenyl)oxy]naphthalene), BrN1C(CCC1=O)=O (N-bromosuccinimide), CC(C)(C#N)N=NC(C)(C)C#N (AIBN). Run in C(Cl)(Cl)(Cl)Cl (carbon tetrachloride). The product is BrCC=1C(=C(C(=CC1)Cl)OC1=CC=CC2=CC=CC=C12)F (1-{[3-(bromomethyl)-6-chloro-2-fluorophenyl]oxy}naphthalene). Isolated yield 45.5%. As a reaction SMILES: [Cl:1][C:2]1[C:7]([O:8][C:9]2[C:18]3[C:13](=[CH:14][CH:15]=[CH:16][CH:17]=3)[CH:12]=[CH:11][CH:10]=2)=[C:6]([F:19])[C:5]([CH3:20])=[CH:4][CH:3]=1.[Br:21]N1C(=O)CCC1=O.CC(N=NC(C#N)(C)C)(C#N)C>C(Cl)(Cl)(Cl)Cl>[Br:21][CH2:20][C:5]1[C:6]([F:19])=[C:7]([O:8][C:9]2[C:18]3[C:13](=[CH:14][CH:15]=[CH:16][CH:17]=3)[CH:12]=[CH:11][CH:10]=2)[C:2]([Cl:1])=[CH:3][CH:4]=1. Procedure details: To a solution of 1-[(6-chloro-2-fluoro-3-methylphenyl)oxy]naphthalene (1.69 g, 5.89 mmol) in carbon tetrachloride (20 mL) was added N-bromosuccinimide (1.154 g, 6.48 mmol) and AIBN (0.048 g, 0.295 mmol). The mixture was heated at reflux overnight. The reaction mixture was filtered through Celite and the solvent was evaporated. The residue was purified by flash chromatography (hexane:ethyl acetate) to give the desired product (0.98 g, 45.5%) as a light yellow oil. 1H NMR (400 MHz, chloroform-d) δ...